This data is from the Open Reaction Database (ORD), a public repository of structured organic reaction records. The task is: describe an organic reaction: reactants, conditions, products, and yield Starting materials: ClCCCl, COc1ccc(CN2Cc3c(-c4ccccc4Cl)cc(N)cc3N(c3c(Cl)cccc3Cl)C2=O)cc1, CC(C)(C)OC(=O)N1CCC(=O)CC1. Product: COc1ccc(CN2Cc3c(-c4ccccc4Cl)cc(NC4CCN(C(=O)OC(C)(C)C)CC4)cc3N(c3c(Cl)cccc3Cl)C2=O)cc1. As a reaction SMILES: [Cl:51][CH2:52][CH2:53][Cl:54].[NH2:15][c:16]1[cH:17][c:18](-[c:44]2[c:45]([Cl:50])[cH:46][cH:47][cH:48][cH:49]2)[c:19]2[c:24]([cH:25]1)[N:23]([c:26]1[c:27]([Cl:33])[cH:28][cH:29][cH:30][c:31]1[Cl:32])[C:22](=[O:34])[N:21]([CH2:35][c:36]1[cH:37][cH:38][c:39]([O:42][CH3:43])[cH:40][cH:41]1)[CH2:20]2.[O:1]=[C:2]1[CH2:3][CH2:4][N:5]([C:8](=[O:9])[O:10][C:11]([CH3:12])([CH3:13])[CH3:14])[CH2:6][CH2:7]1>>[CH:2]1([NH:15][c:16]2[cH:17][c:18](-[c:44]3[c:45]([Cl:50])[cH:46][cH:47][cH:48][cH:49]3)[c:19]3[c:24]([cH:25]2)[N:23]([c:26]2[c:27]([Cl:33])[cH:28][cH:29][cH:30][c:31]2[Cl:32])[C:22](=[O:34])[N:21]([CH2:35][c:36]2[cH:37][cH:38][c:39]([O:42][CH3:43])[cH:40][cH:41]2)[CH2:20]3)[CH2:3][CH2:4][N:5]([C:8](=[O:9])[O:10][C:11]([CH3:12])([CH3:13])[CH3:14])[CH2:6][CH2:7]1. Reactants: [Mg] (magnesium), C(CCCC)[C@@H]1CC[C@H](CC1)C=1C(CCCC1)=O (trans-4-pentylcyclohexylcyclohexenone), Grignard reagent, C(CC)C1=CC=C(C=C1)Br (4-propylbromobenzene), C(C)OCC (diethyl ether), Grignard reagent, Cl (hydrochloric acid). The product is C(CCCC)[C@@H]1CC[C@H](CC1)C1=CCC(CC1)(O)C1=CC=C(C=C1)CCC (1-(trans-4-pentylcyclohexyl)-4-(4-propylphenyl)-4-hydroxycyclohexene). RXN SMILES: [CH2:1]([C:4]1[CH:9]=[CH:8][C:7](Br)=[CH:6][CH:5]=1)[CH2:2][CH3:3].[Mg].[CH2:12]([C@H:17]1[CH2:22][CH2:21][C@H:20]([C:23]2[C:24](=O)[CH2:25][CH2:26][CH2:27][CH:28]=2)[CH2:19][CH2:18]1)[CH2:13][CH2:14][CH2:15][CH3:16].Cl.C([O:33]CC)C>>[CH2:12]([C@H:17]1[CH2:22][CH2:21][C@H:20]([C:23]2[CH2:24][CH2:25][C:26]([C:7]3[CH:8]=[CH:9][C:4]([CH2:1][CH2:2][CH3:3])=[CH:5][CH:6]=3)([OH:33])[CH2:27][CH:28]=2)[CH2:19][CH2:18]1)[CH2:13][CH2:14][CH2:15][CH3:16]. Procedure: A solution of 6.1 g of 4-propylbromobenzene in 25 ml of anhydrous diethyl ether was added dropwise under stirring at 10°-15° C. to 0.66 g of magnesium metal powder, followed by reaction at room temperature for one hour so that a Grignard reagent was formed. After 5 g of trans-4-pentylcyclohexylcyclohexenone were added under stirring at -10° to 0° C. to the thus-formed Grignard reagent, they were reacted at room temperature for additional 1 hour. After the completion of the reaction, diluted hydr... Reactants: C1(=CC=CC=C1)C(N1CCC(CC1)C(=O)N)C1=CC=CC=C1 (1-Diphenylmethylpiperidine-4-carboxamide), [H-].[H-].[H-].[H-].[Li+].[Al+3] (LiAlH4), O (water), [OH-].[Na+] (NaOH), O (water). The solvent is C1CCOC1 (THF). Run at temperature 70 celsius. Product: NCC1CCN(CC1)C(C1=CC=CC=C1)C1=CC=CC=C1 (4-aminomethyl-1-diphenylmethylpiperidine). The yield is 57.0%. As a reaction SMILES: [C:1]1([CH:7]([C:17]2[CH:22]=[CH:21][CH:20]=[CH:19][CH:18]=2)[N:8]2[CH2:13][CH2:12][CH:11]([C:14]([NH2:16])=O)[CH2:10][CH2:9]2)[CH:6]=[CH:5][CH:4]=[CH:3][CH:2]=1.[H-].[H-].[H-].[H-].[Li+].[Al+3].O.[OH-].[Na+]>C1COCC1>[NH2:16][CH2:14][CH:11]1[CH2:12][CH2:13][N:8]([CH:7]([C:17]2[CH:22]=[CH:21][CH:20]=[CH:19][CH:18]=2)[C:1]2[CH:2]=[CH:3][CH:4]=[CH:5][CH:6]=2)[CH2:9][CH2:10]1 |f:1.2.3.4.5.6,8.9|. Reported procedure: Step 2): 1-Diphenylmethylpiperidine-4-carboxamide (1.5 g, 5.1 mmol) was added dropwise to a suspension of LiAlH4 (0.4 g, 10.5 mmol) in THF (30 ml). The mixture was heated at 70° C. for 3 hours and then cooled. To the mixture, water (0.4 ml), 15% NaOH solution (0.4 ml) and water (1.2 ml) were added dropwise in order, and insoluble materials were filtered off. The filtrate was concentrated. The residue was purified by column chromatography on silica gel (10% methanol in dichloromethane) to give 4-... Starting materials: CC(C)OC(=O)CO, CC(C)(C)c1ccccc1, CCOCC, CC(O)(C(=O)OCCCl)c1ccccc1. Yields the product CC(C)OC(=O)COC(=O)C(C)(O)c1ccccc1. Reaction SMILES: [C:16]([CH2:17][OH:18])(=[O:19])[O:20][CH:21]([CH3:22])[CH3:23].[C:24]([c:25]1[cH:26][cH:27][cH:28][cH:29][cH:30]1)([CH3:31])([CH3:32])[CH3:33].[CH2:34]([O:35][CH2:36][CH3:37])[CH3:38].[OH:1][C:2]([C:3](=[O:4])[O:5][CH2:6][CH2:7][Cl:8])([CH3:9])[c:10]1[cH:11][cH:12][cH:13][cH:14][cH:15]1>>[OH:1][C:2]([C:3](=[O:4])[O:18][CH2:17][C:16](=[O:19])[O:20][CH:21]([CH3:22])[CH3:23])([CH3:9])[c:10]1[cH:11][cH:12][cH:13][cH:14][cH:15]1. Starting materials: CNc1nnc(-c2cccnc2)n1C, CC(Cl)c1noc(-c2cccc(Cl)c2)n1, [H-], [Na+], CN(C)C=O. Product: CC(c1noc(-c2cccc(Cl)c2)n1)N(C)c1nnc(-c2cccnc2)n1C. As a reaction SMILES: [CH3:3][NH:4][c:5]1[n:6][n:7][c:8](-[c:11]2[cH:12][n:13][cH:14][cH:15][cH:16]2)[n:9]1[CH3:10].[Cl:17][CH:18]([CH3:19])[c:20]1[n:21][o:22][c:23](-[c:25]2[cH:26][c:27]([Cl:31])[cH:28][cH:29][cH:30]2)[n:24]1.[H-:2].[Na+:1].[O:32]=[CH:33][N:34]([CH3:35])[CH3:36]>>[CH3:3][N:4]([c:5]1[n:6][n:7][c:8](-[c:11]2[cH:12][n:13][cH:14][cH:15][cH:16]2)[n:9]1[CH3:10])[CH:18]([CH3:19])[c:20]1[n:21][o:22][c:23](-[c:25]2[cH:26][c:27]([Cl:31])[cH:28][cH:29][cH:30]2)[n:24]1. Starting materials: CC(=O)OC(C)=O, CCOC(C)=O, COc1ccc(OCCOC2CCCCO2)c(CNc2cc(F)ccc2Oc2ccccc2)c1, c1ccncc1. The product is COc1ccc(OCCOC2CCCCO2)c(CN(C(C)=O)c2cc(F)ccc2Oc2ccccc2)c1. Reaction SMILES: [C:41]([CH3:42])(=[O:43])[O:44][C:45](=[O:46])[CH3:47].[CH3:48][CH2:49][O:50][C:51](=[O:52])[CH3:53].[F:1][c:2]1[cH:3][cH:4][c:5]([O:28][c:29]2[cH:30][cH:31][cH:32][cH:33][cH:34]2)[c:6]([NH:8][CH2:9][c:10]2[c:11]([O:18][CH2:19][CH2:20][O:21][CH:22]3[O:23][CH2:24][CH2:25][CH2:26][CH2:27]3)[cH:12][cH:13][c:14]([O:16][CH3:17])[cH:15]2)[cH:7]1.[cH:35]1[cH:36][cH:37][n:38][cH:39][cH:40]1>>[F:1][c:2]1[cH:3][cH:4][c:5]([O:28][c:29]2[cH:30][cH:31][cH:32][cH:33][cH:34]2)[c:6]([N:8]([CH2:9][c:10]2[c:11]([O:18][CH2:19][CH2:20][O:21][CH:22]3[O:23][CH2:24][CH2:25][CH2:26][CH2:27]3)[cH:12][cH:13][c:14]([O:16][CH3:17])[cH:15]2)[C:41]([CH3:42])=[O:43])[cH:7]1. The reactants are CO, CCCC(=O)c1cncc(C)c1, O=C[O-], CC1=C(C)C(C)(C)C([Rh](Cl)Cl)=C1C, Cl, [NH4+]. Yields the product CCCC(N)c1cncc(C)c1. RXN SMILES: [CH3:18][OH:19].[CH3:1][c:2]1[cH:3][c:4]([C:8]([CH2:9][CH2:10][CH3:11])=[O:12])[cH:5][n:6][cH:7]1.[CH:13]([O-:14])=[O:15].[Cl:20][Rh:21]([Cl:22])[C:23]1=[C:31]([CH3:32])[C:29]([CH3:30])=[C:27]([CH3:28])[C:24]1([CH3:25])[CH3:26].[ClH:17].[NH4+:16]>>[CH3:1][c:2]1[cH:3][c:4]([CH:8]([CH2:9][CH2:10][CH3:11])[NH2:16])[cH:5][n:6][cH:7]1.